This data is from the Open Reaction Database (ORD), a public repository of structured organic reaction records. The task is: describe an organic reaction: reactants, conditions, products, and yield The reactants are C(C)(=O)OCC (ethyl acetate), 14c, C(Br)(Br)(Br)Br (carbon tetrabromide), N1=C(C=C(C=C1C)C)C (collidine), C1(=CC=CC=C1)P(C1=CC=CC=C1)C1=CC=CC=C1 (triphenylphosphine), ClCCl (dichloromethane). Run in hexanes. Conditions: time 30 minute. Product: BrC1=C(C=C(C=C1)C1OCCCO1)C=CCC ((4-bromo-3-butenylphenyl]-1,3-dioxane). Yield: 71.0%. As a reaction SMILES: [C:1]([Br:5])(Br)(Br)Br.N1[C:11]([CH3:12])=[CH:10][C:9](C)=[CH:8][C:7]=1[CH3:14].[C:15]1(P(C2C=CC=CC=2)C2C=CC=CC=2)C=CC=C[CH:16]=1.[C:34]([O:37][CH2:38][CH3:39])(=[O:36])C.Cl[CH2:41]Cl>>[Br:5][C:1]1[CH:16]=[CH:15][C:12]([CH:34]2[O:37][CH2:38][CH2:39][CH2:41][O:36]2)=[CH:11][C:10]=1[CH:9]=[CH:8][CH2:7][CH3:14]. Procedure details: To a solution of 14c (6.6 g; 28.2 mmol), freshly sublimed carbon tetrabromide (10.77 g; 32.5 mmol) and anhydrous collidine (4.3 ml; 3.9 g; 32.5 mmol) in dry dichloromethane (135 ml) at -20° C. was added solid triphenylphosphine (10.83 g; 41.3 ml). The reaction was complete within 30 min as demonstrated by thin-layer chromatographic analysis (silica 5% and 50% ethyl acetate in hexanes), and was quenched with the addition of methanol (2 ml) and the solvent removed. The crude mixture was chromatogr... Starting materials: COCC(=O)N(NC(=O)OCCCl)C1=C(C=CC=C1C)C (2-Chloroethyl 2-(methoxyacetyl)-2-(2,6-dimethylphenyl)-hydrazinecarboxylate), [H-].[Na+] (sodium hydride). Reported procedure: 11.8 g (0.0375 mol) 2-Chloroethyl 2-(methoxyacetyl)-2-(2,6-dimethylphenyl)-hydrazinecarboxylate are added portion-wise to a suspension of 2.0 g sodium hydride (in form of about 55% by weight in mineral oil) in 100 ml absolute toluene at room temperature under a blanket of nitrogen. The reaction temperature rises gradually during this addition up to 40°. After the addition is complete the mixture is stirred during 30 minutes without cooling and afterwards cooled to 10°. The unreacted sodium hydri... RXN SMILES: [CH3:1][O:2][CH2:3][C:4]([N:6]([C:14]1[C:19]([CH3:20])=[CH:18][CH:17]=[CH:16][C:15]=1[CH3:21])[NH:7][C:8]([O:10][CH2:11][CH2:12]Cl)=[O:9])=[O:5].[H-].[Na+]>C1(C)C=CC=CC=1>[CH3:1][O:2][CH2:3][C:4]([N:6]([C:14]1[C:19]([CH3:20])=[CH:18][CH:17]=[CH:16][C:15]=1[CH3:21])[N:7]1[CH2:12][CH2:11][O:10][C:8]1=[O:9])=[O:5] |f:1.2|. Solvent: C1(=CC=CC=C1)C (toluene). Product: COCC(=O)N(N1C(OCC1)=O)C1=C(C=CC=C1C)C (2-Methoxy-N-(2,6-dimethylphenyl)-N-(2-oxo-3-oxazolidinyl)-acetamide). Conditions: time 30 minute. Reactants: ClC1=CC=C2C(N(C(=NC2=C1)C1=CC(=CC=C1)OC)CC(=O)NC(C)C)=O (2-[7-chloro-2-(3-methoxyphenyl)-4-oxo-4H-quinazolin-3-yl]-N-isopropylacetamide), CN(CC1=CC(=CC=C1)B1OC(C(O1)(C)C)(C)C)C (dimethyl-[3-(4,4,5,5-tetramethyl[1,3,2]dioxaborolan-2-yl)benzyl]amine), [O-]P(=O)([O-])[O-].[K+].[K+].[K+] (K3PO4). Solvent: CN(C)C=O.O (DMF H2O). Run at temperature 80 celsius. Product: CN(C)CC=1C=C(C=CC1)C1=CC=C2C(N(C(=NC2=C1)C1=CC(=CC=C1)OC)CC(=O)NC(C)C)=O (2-[7-(3-dimethylaminomethylphenyl)-2-(3-methoxyphenyl)-4-oxo-4H-quinazolin-3-yl]-N-isopropylacetamide). As a reaction SMILES: Cl[C:2]1[CH:11]=[C:10]2[C:5]([C:6](=[O:27])[N:7]([CH2:20][C:21]([NH:23][CH:24]([CH3:26])[CH3:25])=[O:22])[C:8]([C:12]3[CH:17]=[CH:16][CH:15]=[C:14]([O:18][CH3:19])[CH:13]=3)=[N:9]2)=[CH:4][CH:3]=1.[CH3:28][N:29]([CH3:46])[CH2:30][C:31]1[CH:36]=[CH:35][CH:34]=[C:33](B2OC(C)(C)C(C)(C)O2)[CH:32]=1.[O-]P([O-])([O-])=O.[K+].[K+].[K+]>CN(C=O)C.O>[CH3:28][N:29]([CH2:30][C:31]1[CH:32]=[C:33]([C:2]2[CH:11]=[C:10]3[C:5]([C:6](=[O:27])[N:7]([CH2:20][C:21]([NH:23][CH:24]([CH3:26])[CH3:25])=[O:22])[C:8]([C:12]4[CH:17]=[CH:16][CH:15]=[C:14]([O:18][CH3:19])[CH:13]=4)=[N:9]3)=[CH:4][CH:3]=2)[CH:34]=[CH:35][CH:36]=1)[CH3:46] |f:2.3.4.5,6.7|. Reported procedure: An oven dried flask was charged with 2-[7-chloro-2-(3-methoxyphenyl)-4-oxo-4H-quinazolin-3-yl]-N-isopropylacetamide (INTERMEDIATE IV.11) (38.5 mg, 0.10 mmol), dimethyl-[3-(4,4,5,5-tetramethyl[1,3,2]dioxaborolan-2-yl)benzyl]amine (INTERMEDIATE XI.1) (40 mg, 0.15 mmol) and K3PO4(69 mg, 0.33 mmol) followed by mixture of DMF: H2O (4:1, 5 mL) and purged with argon for a minimum of 10 minutes. CombiPhos™-Pd catalyst (CombiPhos Catalysts Inc., Princeton, N.J.) (1 mole %) was added and the mixture was h... Reactants: N1(CCOCC1)CCNC1=NC=C2C(=N1)N(N=C2C2=CC(=CC=C2)NCC=2SC=CC2)COCC[Si](C)(C)C ((2-morpholin-4-yl-ethyl)-[3-{3-[(thiophen-2-ylmethyl)-amino]-phenyl}-1-(2-trimethylsilanyl-ethoxymethyl)-1H-pyrazolo[3,4-d]pyrimidin-6-yl]-amine), C(=O)(C(F)(F)F)O (TFA). Run in ClCCl (dichloromethane). Conditions: time 3 hour. The product is N1(CCOCC1)CCNC1=NC=C2C(=N1)NN=C2C2=CC(=CC=C2)NCC=2SC=CC2 ((2-morpholin-4-yl-ethyl)-(3-{3-[(thiophen-2-ylmethyl)-amino]-phenyl}-1H-pyrazolo[3,4-d]pyrimidin-6-yl)-amine). Reaction SMILES: [N:1]1([CH2:7][CH2:8][NH:9][C:10]2[N:15]=[C:14]3[N:16](COCC[Si](C)(C)C)[N:17]=[C:18]([C:19]4[CH:24]=[CH:23][CH:22]=[C:21]([NH:25][CH2:26][C:27]5[S:28][CH:29]=[CH:30][CH:31]=5)[CH:20]=4)[C:13]3=[CH:12][N:11]=2)[CH2:6][CH2:5][O:4][CH2:3][CH2:2]1.C(O)(C(F)(F)F)=O>ClCCl>[N:1]1([CH2:7][CH2:8][NH:9][C:10]2[N:15]=[C:14]3[NH:16][N:17]=[C:18]([C:19]4[CH:24]=[CH:23][CH:22]=[C:21]([NH:25][CH2:26][C:27]5[S:28][CH:29]=[CH:30][CH:31]=5)[CH:20]=4)[C:13]3=[CH:12][N:11]=2)[CH2:6][CH2:5][O:4][CH2:3][CH2:2]1. Reported procedure: To a stirred solution of (2-morpholin-4-yl-ethyl)-[3-{3-[(thiophen-2-ylmethyl)-amino]-phenyl}-1-(2-trimethylsilanyl-ethoxymethyl)-1H-pyrazolo[3,4-d]pyrimidin-6-yl]-amine (170 mg, 0.3 mmol) in dichloromethane (10 mL) was added TFA (10 mL) at room temperature. The resulting mixture was stirred for another three hours at this temperature. The solvent was evaporated under reduced pressure and the residue was dissolved in EtOAc (10 mL). The organic phase was washed with saturated aqueous NaHCO3 (3 mL... Reactants: ClC1=CC=C2OCOC2=C1. Reagents/catalysts: N=1C=CC=CC1N2B(NC=3C=CC=CC32)B4NC=5C=CC=CC5N4C6=NC=CC=C6, O1B(OC(C)(C)C1(C)C)B2OC(C)(C)C(O2)(C)C, C[OH2+].C[OH2+].C1CC=CCCC=C1.C1CC=CCCC=C1.[Ir].[Ir]. Run in O(C)C1CCCC1. Conditions: temperature 50 celsius, time 16 hour. Product: ClC=1C=C2OCOC2=C(C1)B3OC(C)(C)C(O3)(C)C. The yield is 96.0%. Procedure: The general procedure B was followed using 5-chlorobenzo[d][1,3]dioxole (58.5 uL, 0.5 mmol) and B2pin2 (126.9 mg, 0.5 mmol, 1.0 eq.) as starting material. The resulting mixture was allowed to stir 16 hours at 50 oC. 5p was obtained as white solid (136.3 mg, 96%) after purification by silica gel flash chromatography (EtOAc/PE=1:20 v/v) m.p.: 115-117 oC. The reactants are COC=1CCCCC(N1)CC1=NC(=NN1C1=CC=CC=C1)C(F)(F)F (3,4,5,6-tetrahydro-7-methoxy-2-[[-phenyl-3-(trifluoromethyl)-1H-1,2,4-triazol-5-yl]methyl]-2H-azepine), [Cl-].[NH4+] (ammonium chloride). Procedure details: The product of Example 153 is reacted with ammonium chloride by the method of Example 5 to generate the title compound. As a reaction SMILES: CO[C:3]1[CH2:4][CH2:5][CH2:6][CH2:7][CH:8]([CH2:10][C:11]2[N:15]([C:16]3[CH:21]=[CH:20][CH:19]=[CH:18][CH:17]=3)[N:14]=[C:13]([C:22]([F:25])([F:24])[F:23])[N:12]=2)[N:9]=1.[Cl-:26].[NH4+:27]>>[ClH:26].[C:16]1([N:15]2[C:11]([CH2:10][CH:8]3[NH:9][C:3](=[NH:27])[CH2:4][CH2:5][CH2:6][CH2:7]3)=[N:12][C:13]([C:22]([F:25])([F:24])[F:23])=[N:14]2)[CH:21]=[CH:20][CH:19]=[CH:18][CH:17]=1 |f:1.2,3.4|. Product: Cl.C1(=CC=CC=C1)N1N=C(N=C1CC1CCCCC(N1)=N)C(F)(F)F (hexahydro-7-[[1-phenyl-3-(trifluoromethyl)-1H-1,2,4-triazol-5-yl]methyl]-2H-azepin-2-imine, monohydrochloride). Run at time 3 hour. Product: C(C)(=O)N1CC(CCC1)C12OCC(CO1)(CO2)CCC (N-Acetyl- 3-(4-n-propyl-2,6,7-trioxabicyclo[2.2.2]oct-1-yl)piperidine). Solvent: ClCCl (dichloromethane). Procedure details: Acetyl chloride (81 μl) was added to a stirred solution of 3-(4-n-propyl-2,6,7-trioxabicyclo[2.2.2]oct-1-yl)piperidine (0.25 g.) and pyridine (92 μl) in dichloromethane (15 ml) at 0°. The mixture was stirred at room temperature for 3 hours. The mixture was washed with water, saturated aqueous sodium hydrogen carbonate solution and finally brine. The dichloromethane extracts were dried over anhydrous magnesium sulphate and evaporated in vacuo. The residue was purified by chromatography on alumina... Reaction SMILES: [C:1](Cl)(=[O:3])[CH3:2].[CH2:5]([C:8]12[CH2:15][O:14][C:11]([CH:16]3[CH2:21][CH2:20][CH2:19][NH:18][CH2:17]3)([O:12][CH2:13]1)[O:10][CH2:9]2)[CH2:6][CH3:7].N1C=CC=CC=1>ClCCl>[C:1]([N:18]1[CH2:19][CH2:20][CH2:21][CH:16]([C:11]23[O:10][CH2:9][C:8]([CH2:5][CH2:6][CH3:7])([CH2:13][O:12]2)[CH2:15][O:14]3)[CH2:17]1)(=[O:3])[CH3:2]. Starting materials: C(C)(=O)Cl (Acetyl chloride), C(CC)C12COC(OC1)(OC2)C2CNCCC2 (3-(4-n-propyl-2,6,7-trioxabicyclo[2.2.2]oct-1-yl)piperidine), N1=CC=CC=C1 (pyridine).